Dataset: the Open Reaction Database (ORD), a public repository of structured organic reaction records. Task: describe an organic reaction: reactants, conditions, products, and yield Reactants: S(O)(O)(=O)=O (sulfuric acid), C(C)(C)O (isopropanol), FC1=C(C=CC(=C1)N1C(O[C@H](C1)CNC(C)=O)=O)C1=CC=C(C=C1)CNCC1=CN=NN1 (N-{[(5S)-3-(2-fluoro-4′-{[(1H-1,2,3-triazol-5-ylmethyl)amino]methyl}biphenyl-4-yl)-2-oxo-1,3-oxazolidin-5-yl]methyl}acetamide). The solvent is CO (methanol). Reaction conditions: temperature 55 celsius, time 2 hour. The product is S(=O)(=O)(O)O.FC1=C(C=CC(=C1)N1C(O[C@H](C1)CNC(C)=O)=O)C1=CC=C(C=C1)CNCC1=CN=NN1 (N-{[(5S)-3-(2-fluoro-4′-{[(1H-1,2,3-triazol-5-ylmethyl)amino]methyl}biphenyl-4-yl)-2-oxo-1,3-oxazolidin-5-yl]methyl}acetamide monosulfate). Yield: 77.7%. RXN SMILES: [F:1][C:2]1[CH:7]=[C:6]([N:8]2[CH2:12][C@H:11]([CH2:13][NH:14][C:15](=[O:17])[CH3:16])[O:10][C:9]2=[O:18])[CH:5]=[CH:4][C:3]=1[C:19]1[CH:24]=[CH:23][C:22]([CH2:25][NH:26][CH2:27][C:28]2[NH:32][N:31]=[N:30][CH:29]=2)=[CH:21][CH:20]=1.[S:33](=[O:37])(=[O:36])([OH:35])[OH:34].C(O)(C)C>CO>[S:33]([OH:37])([OH:36])(=[O:35])=[O:34].[F:1][C:2]1[CH:7]=[C:6]([N:8]2[CH2:12][C@H:11]([CH2:13][NH:14][C:15](=[O:17])[CH3:16])[O:10][C:9]2=[O:18])[CH:5]=[CH:4][C:3]=1[C:19]1[CH:24]=[CH:23][C:22]([CH2:25][NH:26][CH2:27][C:28]2[NH:32][N:31]=[N:30][CH:29]=2)=[CH:21][CH:20]=1 |f:4.5|. Procedure details: To a stirred suspension of N-{[(5S)-3-(2-fluoro-4′-{[(1H-1,2,3-triazol-5-ylmethyl)amino]methyl}biphenyl-4-yl)-2-oxo-1,3-oxazolidin-5-yl]methyl}acetamide (50.5 mg, 0.115 mmol) in methanol (1.2 mL) was added 0.5 M sulfuric acid in isopropanol (0.64 mL, 0.32 mmol) and the resulting mixture heated to 55° C. to give an almost clear solution. The resulting mixture was cooled to room temperature and stirred for an additional 2 h. The resulting solid was filtered, washed with methyl tert-butyl ether (0....